This data is from the Open Reaction Database (ORD), a public repository of structured organic reaction records. The task is: describe an organic reaction: reactants, conditions, products, and yield The reactants are C(C1=CC=CC=C1)(=O)C1=NOC(=C1)C(CC)=O (3-benzoyl-5-propionylisoxazole), Cl.N1CCCCC1 (piperidine hydrochloride), C=O (paraformaldehyde), Cl (hydrochloric acid), C(CC)(=O)C1=NOC(=C1)C1=CC=CC=C1 (3-propionyl-5-phenylisoxazole), resultant mixture. Solvent: O1CCOCC1 (dioxane), C(C)OCC (ethyl ether). Yields the product Cl.CC(C(=O)C1=NOC(=C1)C1=CC=CC=C1)CN1CCCCC1 (3-(2-methyl-3-piperidinopropionyl)-5-phenylisoxazole hydrochloride). Reaction SMILES: C([C:9]1[CH:13]=[C:12]([C:14](=O)[CH2:15]C)O[N:10]=1)(=O)C1C=CC=CC=1.[C:18]([C:22]1[CH:26]=[C:25]([C:27]2[CH:32]=[CH:31][CH:30]=[CH:29][CH:28]=2)[O:24][N:23]=1)(=[O:21])[CH2:19][CH3:20].[ClH:33].N1CCCC[CH2:35]1.C=O.Cl>C(OCC)C.O1CCOCC1>[ClH:33].[CH3:20][CH:19]([CH2:35][N:10]1[CH2:15][CH2:14][CH2:12][CH2:13][CH2:9]1)[C:18]([C:22]1[CH:26]=[C:25]([C:27]2[CH:32]=[CH:31][CH:30]=[CH:29][CH:28]=2)[O:24][N:23]=1)=[O:21] |f:2.3,8.9|. Procedure: To a mixture consisting of 1.5 g (7.5 mmol) of the ketone derivative, i.e., (3-propionyl-5-phenylisoxazole) prepared above in the procedure (3), 0.99 g (8.2 mmol) of piperidine hydrochloride, 0.36 g of paraformaldehyde and 3 ml of dioxane, 0.03 ml of 12N-hydrochloric acid was added. The resultant mixture was heated under reflux for 2 hours. After completion of the reaction, ethyl ether was added. Colorless crystals thus formed were collected by filtration and added to a saturated aqueous solutio... Reactants: C(C)NC(=O)NC1=CC=C(C=C1)C=1N=C(C2=C(N1)CNCC2)N2[C@H](COCC2)C ((S)-1-ethyl-3-(4-(4-(3-methylmorpholino)-5,6,7,8-tetrahydropyrido[3,4-d]pyrimidin-2-yl)phenyl)urea), CC1=NC=CC(=N1)Cl (2-methyl-4-chloropyrimidin). Procedure: Compound (dv) was prepared according to the procedure described in Example 2 by reacting (S)-1-ethyl-3-(4-(4-(3-methylmorpholino)-5,6,7,8-tetrahydropyrido[3,4-d]pyrimidin-2-yl)phenyl)urea with 2-methyl-4-chloropyrimidin. LC-MS: m/z=+489 (M+H)+. RXN SMILES: [CH2:1]([NH:3][C:4]([NH:6][C:7]1[CH:12]=[CH:11][C:10]([C:13]2[N:14]=[C:15]([N:23]3[CH2:28][CH2:27][O:26][CH2:25][C@@H:24]3[CH3:29])[C:16]3[CH2:22][CH2:21][NH:20][CH2:19][C:17]=3[N:18]=2)=[CH:9][CH:8]=1)=[O:5])[CH3:2].[CH3:30][C:31]1[N:36]=[C:35](Cl)[CH:34]=[CH:33][N:32]=1>>[CH2:1]([NH:3][C:4]([NH:6][C:7]1[CH:8]=[CH:9][C:10]([C:13]2[N:14]=[C:15]([N:23]3[CH2:28][CH2:27][O:26][CH2:25][C@@H:24]3[CH3:29])[C:16]3[CH2:22][CH2:21][N:20]([C:33]4[CH:34]=[CH:35][N:36]=[C:31]([CH3:30])[N:32]=4)[CH2:19][C:17]=3[N:18]=2)=[CH:11][CH:12]=1)=[O:5])[CH3:2]. The product is C(C)NC(=O)NC1=CC=C(C=C1)C=1N=C(C2=C(N1)CN(CC2)C2=NC(=NC=C2)C)N2[C@H](COCC2)C ((S)-1-ethyl-3-(4-(4-(3-methylmorpholino)-7-(2-methylpyrimidin-4-yl)-5,6,7,8-tetrahydropyrido[3,4-d]pyrimidin-2-yl)phenyl)urea).